Dataset: the Open Reaction Database (ORD), a public repository of structured organic reaction records. Task: describe an organic reaction: reactants, conditions, products, and yield Reaction SMILES: [C:1]([C:4]1[CH:5]=[N:6][C:7]2[C:12]([C:13]=1Cl)=[CH:11][CH:10]=[CH:9][C:8]=2[N+:15]([O-:17])=[O:16])(=O)[CH3:2].[CH3:18][NH:19][NH2:20]>C(Cl)CCl>[CH3:18][N:19]1[C:1]([CH3:2])=[C:4]2[CH:5]=[N:6][C:7]3[C:8]([N+:15]([O-:17])=[O:16])=[CH:9][CH:10]=[CH:11][C:12]=3[C:13]2=[N:20]1. Reactants: C(C)(=O)C=1C=NC2=C(C=CC=C2C1Cl)[N+](=O)[O-] (3-acetyl-4-chloro-8-nitroquinoline), CNN (methylhydrazine). Yields the product CN1N=C2C(C=NC=3C(=CC=CC23)[N+](=O)[O-])=C1C (2,3-dimethyl-6-nitro-2H-pyrazolo[4,3-c]quinoline). Solvent: C(CCl)Cl (ethylene chloride). Procedure: A mixture of 3-acetyl-4-chloro-8-nitroquinoline (140 mg) and methylhydrazine (77.2 mg) in ethylene chloride was refluxed for 30 minutes. The mixture was concentrated in vacuo, and the residue was purified by column chromatography on silica gel (methanol-dichloroethane) to give 2,3-dimethyl-6-nitro-2H-pyrazolo[4,3-c]quinoline (61.2 mg). Yield: 45.2%. Starting materials: Cc1ccccc1, CCOC(C)=O, CCOC(=O)N=NC(=O)OCC, C1CCOC1, COC(=O)Cc1ccccc1O, CCCc1oc(-c2ccccc2)nc1COc1ccc(CO)cc1, c1ccc(P(c2ccccc2)c2ccccc2)cc1. Yields the product CCCc1oc(-c2ccccc2)nc1COc1ccc(COc2ccccc2CC(=O)OC)cc1. As a reaction SMILES: [CH3:68][c:69]1[cH:70][cH:71][cH:72][cH:73][cH:74]1.[CH3:75][CH2:76][O:77][C:78](=[O:79])[CH3:80].[O:56]=[C:57]([O:58][CH2:59][CH3:60])[N:61]=[N:62][C:63]([O:64][CH2:65][CH3:66])=[O:67].[O:81]1[CH2:82][CH2:83][CH2:84][CH2:85]1.[OH:25][c:26]1[c:27]([CH2:32][C:33](=[O:34])[O:35][CH3:36])[cH:28][cH:29][cH:30][cH:31]1.[c:1]1(-[c:7]2[o:8][c:9]([CH2:22][CH2:23][CH3:24])[c:10]([CH2:12][O:13][c:14]3[cH:15][cH:16][c:17]([CH2:20][OH:21])[cH:18][cH:19]3)[n:11]2)[cH:2][cH:3][cH:4][cH:5][cH:6]1.[c:37]1([P:38]([c:39]2[cH:40][cH:41][cH:42][cH:43][cH:44]2)[c:45]2[cH:46][cH:47][cH:48][cH:49][cH:50]2)[cH:51][cH:52][cH:53][cH:54][cH:55]1>>[c:1]1(-[c:7]2[o:8][c:9]([CH2:22][CH2:23][CH3:24])[c:10]([CH2:12][O:13][c:14]3[cH:15][cH:16][c:17]([CH2:20][O:21][c:26]4[c:27]([CH2:32][C:33](=[O:34])[O:35][CH3:36])[cH:28][cH:29][cH:30][cH:31]4)[cH:18][cH:19]3)[n:11]2)[cH:2][cH:3][cH:4][cH:5][cH:6]1. The reactants are O=C([O-])[O-], CCCCCCCCCCCCN, CCCCCC, CS(C)=O, [K+], [K+], O, ClCCCCOc1ccc2ccccc2c1, c1ccccc1. Product: CCCCCCCCCCCCNCCCCOc1ccc2ccccc2c1. RXN SMILES: [C:1](=[O:2])([O-:3])[O-:4].[CH2:7]([CH2:8][CH2:9][CH2:10][CH2:11][CH2:12][CH2:13][CH2:14][CH2:15][CH2:16][CH2:17][CH3:18])[NH2:19].[CH3:36][CH2:37][CH2:38][CH2:39][CH2:40][CH3:41].[CH3:48][S:49]([CH3:50])=[O:51].[K+:5].[K+:6].[OH2:52].[cH:20]1[c:21]([O:30][CH2:31][CH2:32][CH2:33][CH2:34][Cl:35])[cH:22][cH:23][c:24]2[cH:25][cH:26][cH:27][cH:28][c:29]12.[cH:42]1[cH:43][cH:44][cH:45][cH:46][cH:47]1>>[CH2:7]([CH2:8][CH2:9][CH2:10][CH2:11][CH2:12][CH2:13][CH2:14][CH2:15][CH2:16][CH2:17][CH3:18])[NH:19][CH2:34][CH2:33][CH2:32][CH2:31][O:30][c:21]1[cH:20][c:29]2[c:24]([cH:23][cH:22]1)[cH:25][cH:26][cH:27][cH:28]2. Starting materials: FC(C(=O)O)(F)F (Trifluoroacetic acid), C(C)(C)(C)OC(=O)N1CC(C1)COC1=CC(=C(C(=C1)C)Br)C (3-(4-Bromo-3,5-dimethyl-phenoxymethyl)-azetidine-1-carboxylic acid tert-butyl ester), C(=O)(O)[O-].[Na+] (NaHCO3). Run in ClCCl (dichloromethane). Conditions: temperature 0 celsius. The product is BrC1=C(C=C(OCC2CNC2)C=C1C)C (3-(4-Bromo-3,5-dimethyl-phenoxymethyl)-azetidine). Isolated yield 76.1%. RXN SMILES: C(OC([N:8]1[CH2:11][CH:10]([CH2:12][O:13][C:14]2[CH:19]=[C:18]([CH3:20])[C:17]([Br:21])=[C:16]([CH3:22])[CH:15]=2)[CH2:9]1)=O)(C)(C)C.FC(F)(F)C(O)=O.C([O-])(O)=O.[Na+]>ClCCl>[Br:21][C:17]1[C:18]([CH3:20])=[CH:19][C:14]([O:13][CH2:12][CH:10]2[CH2:11][NH:8][CH2:9]2)=[CH:15][C:16]=1[CH3:22] |f:2.3|. Reported procedure: 3-(4-Bromo-3,5-dimethyl-phenoxymethyl)-azetidine-1-carboxylic acid tert-butyl ester (3.9 g, 6.32 mmol) is dissolved in 30 mL of dichloromethane and stirred at 0° C. Trifluoroacetic acid (1.45 g, 12.64 mmol) is added and the reaction mixture is stirred at 0° C. for 6 h. 15 mL of saturated aqueous NaHCO3 is added, the organic phase is separated, dried over sodium sulfate and concentrated under vacuum to give the title compound (Yield: 1.30 g).